This data is from the Open Reaction Database (ORD), a public repository of structured organic reaction records. The task is: describe an organic reaction: reactants, conditions, products, and yield Starting materials: CCO, CC1NC(=O)C2(CCN(CC3CCc4[nH]c5c(c4C3=O)CCC5)CC2)N1c1ccccc1. Yields the product CC1NC(=O)C2(CCNCC2)N1c1ccccc1. Reaction SMILES: [CH3:33][CH2:34][OH:35].[O:1]=[C:2]1[CH:3]([CH2:4][N:12]2[CH2:13][CH2:14][C:15]3([C:16](=[O:27])[NH:17][CH:18]([CH3:26])[N:19]3[c:20]3[cH:21][cH:22][cH:23][cH:24][cH:25]3)[CH2:28][CH2:29]2)[CH2:5][CH2:6][c:7]2[nH:8][c:9]3[c:31]([c:32]21)[CH2:30][CH2:11][CH2:10]3>>[NH:12]1[CH2:13][CH2:14][C:15]2([C:16](=[O:27])[NH:17][CH:18]([CH3:26])[N:19]2[c:20]2[cH:21][cH:22][cH:23][cH:24][cH:25]2)[CH2:28][CH2:29]1. The reactants are O=C(Nc1cccc([N+](=O)[O-])c1)c1cccc(C(F)(F)F)c1, C1CCOC1, O. Product: Nc1cccc(NC(=O)c2cccc(C(F)(F)F)c2)c1. Reaction SMILES: [N+:1]([O-:2])(=[O:3])[c:4]1[cH:5][c:6]([NH:10][C:11]([c:12]2[cH:13][c:14]([C:18]([F:19])([F:20])[F:21])[cH:15][cH:16][cH:17]2)=[O:22])[cH:7][cH:8][cH:9]1.[O:23]1[CH2:24][CH2:25][CH2:26][CH2:27]1.[OH2:28]>>[NH2:1][c:4]1[cH:5][c:6]([NH:10][C:11]([c:12]2[cH:13][c:14]([C:18]([F:19])([F:20])[F:21])[cH:15][cH:16][cH:17]2)=[O:22])[cH:7][cH:8][cH:9]1. Reactants: O (Water), COC1=CC=C(C=C1)C(=O)C1=CC=C(C=C1)S(=O)(=O)C ([4-(Methyloxy)phenyl][4-(methylsulfonyl)phenyl]methanone), [Cl-].[Al+3].[Cl-].[Cl-] (aluminum chloride). The solvent is C1=CC=CC=C1 (benzene). Conditions: temperature 0 celsius. Yields the product OC1=CC=C(C=C1)C(=O)C1=CC=C(C=C1)S(=O)(=O)C ((4-Hydroxyphenyl)[4-(methylsulfonyl)phenyl]methanone), brown solid. Isolated yield 100.0%. RXN SMILES: C[O:2][C:3]1[CH:8]=[CH:7][C:6]([C:9]([C:11]2[CH:16]=[CH:15][C:14]([S:17]([CH3:20])(=[O:19])=[O:18])=[CH:13][CH:12]=2)=[O:10])=[CH:5][CH:4]=1.[Cl-].[Al+3].[Cl-].[Cl-].O>C1C=CC=CC=1>[OH:2][C:3]1[CH:8]=[CH:7][C:6]([C:9]([C:11]2[CH:16]=[CH:15][C:14]([S:17]([CH3:20])(=[O:19])=[O:18])=[CH:13][CH:12]=2)=[O:10])=[CH:5][CH:4]=1 |f:1.2.3.4|. Reported procedure: A mixture of [4-(Methyloxy)phenyl][4-(methylsulfonyl)phenyl]methanone (92) (0.20 g, 0.69 mmol) and aluminum chloride (0.38 g, 2.76 mmol) were refluxed in benzene (10 mL) for 2 h and then cooled to 0° C. in an ice bath. Water (10 mL) was added slowly, and the mixture was extracted with EtOAc (2×75 mL). The combined organic extract was washed with water, brine, and dried over Na2SO4. Concentration of the extract gave the title compound (93) as light brown solid (0.19 g, 100%), which was used witho...